describe an organic reaction: reactants, conditions, products, and yield From a dataset of the Open Reaction Database (ORD), a public repository of structured organic reaction records. Reactants: Cc1cnc(C(=O)O)s1, COc1cccc(C(Oc2ccc3c(cnn3-c3ccc(F)cc3)c2)C(C)N)c1. Product: COc1cccc(C(Oc2ccc3c(cnn3-c3ccc(F)cc3)c2)C(C)NC(=O)c2ncc(C)s2)c1. RXN SMILES: [CH3:30][c:31]1[cH:32][n:33][c:34]([C:36](=[O:37])[OH:38])[s:35]1.[F:1][c:2]1[cH:3][cH:4][c:5](-[n:8]2[n:9][cH:10][c:11]3[cH:12][c:13]([O:17][CH:18]([CH:19]([CH3:20])[NH2:21])[c:22]4[cH:23][c:24]([O:28][CH3:29])[cH:25][cH:26][cH:27]4)[cH:14][cH:15][c:16]23)[cH:6][cH:7]1>>[F:1][c:2]1[cH:3][cH:4][c:5](-[n:8]2[n:9][cH:10][c:11]3[cH:12][c:13]([O:17][CH:18]([CH:19]([CH3:20])[NH:21][C:36]([c:34]4[n:33][cH:32][c:31]([CH3:30])[s:35]4)=[O:37])[c:22]4[cH:23][c:24]([O:28][CH3:29])[cH:25][cH:26][cH:27]4)[cH:14][cH:15][c:16]23)[cH:6][cH:7]1. Reactants: BrC=1C(=C(C(=O)NC2=C(C=C(C=C2)C#N)OC(F)(F)F)C(=C(C1)C(C)(C)C)O)C (3-bromo-5-tert-butyl-N-(2-trifluoromethoxy-4-cyano-phenyl)-6-hydroxy-2-methyl-benzamide), C(#N)C1=CC=C(C=C1)B(O)O (4-cyanophenylboronic acid), C([O-])([O-])=O.[Na+].[Na+] (sodiumcarbonate). The reagents and catalysts are C=1C=CC(=CC1)[P](C=2C=CC=CC2)(C=3C=CC=CC3)[Pd]([P](C=4C=CC=CC4)(C=5C=CC=CC5)C=6C=CC=CC6)([P](C=7C=CC=CC7)(C=8C=CC=CC8)C=9C=CC=CC9)[P](C=1C=CC=CC1)(C=1C=CC=CC1)C=1C=CC=CC1 (tetrakis(triphenylphosphine)palladium(0)). The solvent is O1CCOCC1 (dioxane). Run at temperature 100 celsius. The product is C(#N)C1=CC(=C(C=C1)NC(=O)C=1C(=C(C=C(C1O)C(C)(C)C)C1=CC=C(C=C1)C#N)C)OC(F)(F)F (5-tert-Butyl-4′-cyano-4-hydroxy-2-methyl-biphenyl-3-carboxylic acid (4-cyano-2-trifluoromethoxy-phenyl)-amide). As a reaction SMILES: Br[C:2]1[C:3]([CH3:29])=[C:4]([C:21]([OH:28])=[C:22]([C:24]([CH3:27])([CH3:26])[CH3:25])[CH:23]=1)[C:5]([NH:7][C:8]1[CH:13]=[CH:12][C:11]([C:14]#[N:15])=[CH:10][C:9]=1[O:16][C:17]([F:20])([F:19])[F:18])=[O:6].[C:30]([C:32]1[CH:37]=[CH:36][C:35](B(O)O)=[CH:34][CH:33]=1)#[N:31].C(=O)([O-])[O-].[Na+].[Na+]>O1CCOCC1.C1C=CC([P]([Pd]([P](C2C=CC=CC=2)(C2C=CC=CC=2)C2C=CC=CC=2)([P](C2C=CC=CC=2)(C2C=CC=CC=2)C2C=CC=CC=2)[P](C2C=CC=CC=2)(C2C=CC=CC=2)C2C=CC=CC=2)(C2C=CC=CC=2)C2C=CC=CC=2)=CC=1>[C:14]([C:11]1[CH:12]=[CH:13][C:8]([NH:7][C:5]([C:4]2[C:3]([CH3:29])=[C:2]([C:35]3[CH:36]=[CH:37][C:32]([C:30]#[N:31])=[CH:33][CH:34]=3)[CH:23]=[C:22]([C:24]([CH3:27])([CH3:26])[CH3:25])[C:21]=2[OH:28])=[O:6])=[C:9]([O:16][C:17]([F:20])([F:19])[F:18])[CH:10]=1)#[N:15] |f:2.3.4,^1:56,58,77,96|. Procedure details: To a solution of 3-bromo-5-tert-butyl-N-(2-trifluoromethoxy-4-cyano-phenyl)-6-hydroxy-2-methyl-benzamide (0.141 g, 0.3 mmole) in dioxane (5 ml) under nitrogen, 4-cyanophenylboronic acid (44.0 mg, 0.3 mmole), tetrakis(triphenylphosphine)palladium(0) (7 mg, 0.006 mmole) and sodiumcarbonate (1.05 ml, 2 M solution in water) were added. The reaction mixture was heated at 100° C. for 6 hours. The reaction mixture was evaporated, diluted with ethyl acetate and the organic phase was washed with citric a...